This data is from the Open Reaction Database (ORD), a public repository of structured organic reaction records. The task is: describe an organic reaction: reactants, conditions, products, and yield Starting materials: O (water), [H-].[Na+] (Sodium hydride), OC=1C=NC=CC1 (3-hydroxypyridine), ClC1=[N+](C=CC(=C1)[N+](=O)[O-])[O-] (2-chloro-4-nitropyridine-N-oxide). The solvent is C1CCOC1 (THF). Product: [N+](=O)([O-])C1=CC(=[N+](C=C1)[O-])OC=1C=NC=CC1 (4-Nitro-2-(pyridin-3-yloxy)pyridine-N-oxide). Isolated yield 83.0%. RXN SMILES: [H-].[Na+].[OH:3][C:4]1[CH:5]=[N:6][CH:7]=[CH:8][CH:9]=1.Cl[C:11]1[CH:16]=[C:15]([N+:17]([O-:19])=[O:18])[CH:14]=[CH:13][N+:12]=1[O-:20].O>C1COCC1>[N+:17]([C:15]1[CH:14]=[CH:13][N+:12]([O-:20])=[C:11]([O:3][C:4]2[CH:5]=[N:6][CH:7]=[CH:8][CH:9]=2)[CH:16]=1)([O-:19])=[O:18] |f:0.1|. Procedure details: Sodium hydride (0.27 g of an 80% dispersion in oil, 9 mmol) was added to a solution of 3-hydroxypyridine (0.854 g, 9 mmol) in THF (3 ml) at 0° C. The mixture was then stirred for 1 h at room temperature before 2-chloro-4-nitropyridine-N-oxide* (2 g, 9 mmol) was added. The resulting solution was heated at reflux for 16 h, cooled, poured into water (100 ml) and extracted with dichloromethane (3×100 ml). The combined extracts were dried (Na2SO4) and evaporated. The residue was chromatographed on si... The reactants are CC(C(=O)O)c1cccc(C(=O)c2ccccc2)c1, CCN(Cc1cc(C(=O)OCCN(CCO)C(C)C)cc(Br)c1N)C1CCCCC1, c1c[n-]cn1. Product: CCN(Cc1cc(C(=O)OCCN(CCOC(=O)C(C)c2cccc(C(=O)c3ccccc3)c2)C(C)C)cc(Br)c1N)C1CCCCC1. As a reaction SMILES: [C:6]([c:7]1[cH:8][cH:9][cH:10][cH:11][cH:12]1)(=[O:13])[c:14]1[cH:15][c:16]([CH:20]([C:21](=[O:22])[OH:23])[CH3:24])[cH:17][cH:18][cH:19]1.[NH2:25][c:26]1[c:27]([Br:54])[cH:28][c:29]([C:30](=[O:31])[O:32][CH2:33][CH2:34][N:35]([CH2:36][CH2:37][OH:38])[CH:39]([CH3:40])[CH3:41])[cH:42][c:43]1[CH2:44][N:45]([CH2:46][CH3:47])[CH:48]1[CH2:49][CH2:50][CH2:51][CH2:52][CH2:53]1.[n-:1]1[cH:2][cH:3][n:4][cH:5]1>>[C:6]([c:7]1[cH:8][cH:9][cH:10][cH:11][cH:12]1)(=[O:13])[c:14]1[cH:15][c:16]([CH:20]([C:21]([O:22][CH2:37][CH2:36][N:35]([CH2:34][CH2:33][O:32][C:30]([c:29]2[cH:28][c:27]([Br:54])[c:26]([NH2:25])[c:43]([CH2:44][N:45]([CH2:46][CH3:47])[CH:48]3[CH2:49][CH2:50][CH2:51][CH2:52][CH2:53]3)[cH:42]2)=[O:31])[CH:39]([CH3:40])[CH3:41])=[O:23])[CH3:24])[cH:17][cH:18][cH:19]1. Reactants: C(C)(C)(C)OC(N(C1=C(C=CC(=C1)C)SC1=CC=C(C=C1)O)C1=NC=NC2=NC(=NC=C21)SCC)=O ((7-Ethylsulfanyl-pyrimido[4,5-d]pyrimidin-4-yl)-[2-(4-hydroxy-phenylsulfanyl)-5-methyl-phenyl]-carbamic acid tert-butyl ester), BrCC#N (bromo-acetonitrile), C([O-])([O-])=O.[Cs+].[Cs+] (cesium carbonate). The reagents and catalysts are [I-].C(CCC)[N+](CCCC)(CCCC)CCCC (tetrabutylammonium iodide). Run in CN(C=O)C (N,N-dimethylformamide). Run at time 1 hour. Yields the product C(C)SC1=NC=C2C(=N1)N=CN=C2NC2=C(C=CC(=C2)C)SC2=CC=C(OCC#N)C=C2 ({4-[2-(7-Ethylsulfanyl-pyrimido[4,5-d]pyrimidin-4-ylamino)-4-methyl-phenylsulfanyl]-phenoxy}-acetonitile). Yield: 19.5%. Reaction SMILES: C(OC(=O)[N:7]([C:23]1[C:32]2[C:27](=[N:28][C:29]([S:33][CH2:34][CH3:35])=[N:30][CH:31]=2)[N:26]=[CH:25][N:24]=1)[C:8]1[CH:13]=[C:12]([CH3:14])[CH:11]=[CH:10][C:9]=1[S:15][C:16]1[CH:21]=[CH:20][C:19]([OH:22])=[CH:18][CH:17]=1)(C)(C)C.Br[CH2:38][C:39]#[N:40].C(=O)([O-])[O-].[Cs+].[Cs+]>[I-].C([N+](CCCC)(CCCC)CCCC)CCC.CN(C)C=O>[CH2:34]([S:33][C:29]1[N:28]=[C:27]2[N:26]=[CH:25][N:24]=[C:23]([NH:7][C:8]3[CH:13]=[C:12]([CH3:14])[CH:11]=[CH:10][C:9]=3[S:15][C:16]3[CH:17]=[CH:18][C:19]([O:22][CH2:38][C:39]#[N:40])=[CH:20][CH:21]=3)[C:32]2=[CH:31][N:30]=1)[CH3:35] |f:2.3.4,5.6|. Reported procedure: The product from Example 164 (52 mg, 0.1 mmol), bromo-acetonitrile (0.008 ml, 0.12 mmol), cesium carbonate (0.065 g, 0.2 mmol) and tetrabutylammonium iodide (0.001 g) in N,N-dimethylformamide (2 ml) was stirred at room temperature for 2 hours. The mixture was partitioned between water and ethyl acetate. The organic layer was washed with brine, dried (sodium sulfate), filtered and evaporated under vacuum. To the residue was added dichloromethane (2.5 ml) and trifluoroacetic acid (2.5 ml) then sti...